This data is from the Open Reaction Database (ORD), a public repository of structured organic reaction records. The task is: describe an organic reaction: reactants, conditions, products, and yield Starting materials: [H-].[Al+3].[Li+].[H-].[H-].[H-] (lithium aluminum hydride), C(C1=CC=CC=C1)OC(=O)NCCC[C@H](NC(=O)OC(C)(C)C)C(=O)O (N5-[(benzyloxy)carbonyl]-N2-(tert-butoxycarbonyl)-L-ornithine), solution, CN1CCOCC1 (4-methylmorpholine), ClC(=O)OCC (ethyl chloroformate). Solvent: O1CCCC1 (tetrahydrofuran), O1CCCC1 (tetrahydrofuran). Product: C(C1=CC=CC=C1)OC(NCCC[C@@H](CO)NC(=O)OC(C)(C)C)=O (Benzyl{(4S)-4-[(tert-butoxycarbonyl)amino]-5-hydroxypentyl}carbamate). Reaction SMILES: [CH2:1]([O:8][C:9]([NH:11][CH2:12][CH2:13][CH2:14][C@@H:15]([C:24](O)=[O:25])[NH:16][C:17]([O:19][C:20]([CH3:23])([CH3:22])[CH3:21])=[O:18])=[O:10])[C:2]1[CH:7]=[CH:6][CH:5]=[CH:4][CH:3]=1.CN1CCOCC1.ClC(OCC)=O.[H-].[Al+3].[Li+].[H-].[H-].[H-]>O1CCCC1>[CH2:1]([O:8][C:9](=[O:10])[NH:11][CH2:12][CH2:13][CH2:14][C@H:15]([NH:16][C:17]([O:19][C:20]([CH3:22])([CH3:21])[CH3:23])=[O:18])[CH2:24][OH:25])[C:2]1[CH:3]=[CH:4][CH:5]=[CH:6][CH:7]=1 |f:3.4.5.6.7.8|. Reported procedure: Preparation takes place in analogy to Example 83A from 1.0 g (2.73 mmol) of N5-[(benzyloxy)carbonyl]-N2-(tert-butoxycarbonyl)-L-ornithine in 35 ml of tetrahydrofuran with 0.276 g (2.73 mmol) of 4-methylmorpholine, 0.296 g (2.73 mmol) of ethyl chloroformate and 5.5 ml (5.5 mmol) of a 1M solution of lithium aluminum hydride in tetrahydrofuran. The product is purified by preparative HPLC (Kromasil, mobile phase acetonitrile/0.25% aqueous trifluoroacetic acid 5:95→95:5). Reactants: C(C1=CC=CC=C1)OC1=NC(=CC(=C1CN1C(C2=C(C(=CC(=C2CC1)Cl)C=1C(=NOC1C)C)Cl)=O)C)C (2-{[2-(benzyloxy)-4,6-dimethylpyridin-3-yl]methyl}-5,8-dichloro-7-(3,5-dimethyl-1,2-oxazol-4-yl)-3,4-dihydroisoquinolin-1(2H)-one). Run in FC(C(=O)O)(F)F (trifluoroacetic acid). The product is ClC1=C2CCN(C(C2=C(C(=C1)C=1C(=NOC1C)C)Cl)=O)CC=1C(NC(=CC1C)C)=O (5,8-dichloro-7-(3,5-dimethyl-1,2-oxazol-4-yl)-2-[(4,6-dimethyl-2-oxo-1,2-dihydropyridin-3-yl)methyl]-3,4-dihydroisoquinolin-1(2H)-one). Isolated yield 74.7%. As a reaction SMILES: C([O:8][C:9]1[C:14]([CH2:15][N:16]2[CH2:25][CH2:24][C:23]3[C:18](=[C:19]([Cl:34])[C:20]([C:27]4[C:28]([CH3:33])=[N:29][O:30][C:31]=4[CH3:32])=[CH:21][C:22]=3[Cl:26])[C:17]2=[O:35])=[C:13]([CH3:36])[CH:12]=[C:11]([CH3:37])[N:10]=1)C1C=CC=CC=1>FC(F)(F)C(O)=O>[Cl:26][C:22]1[CH:21]=[C:20]([C:27]2[C:28]([CH3:33])=[N:29][O:30][C:31]=2[CH3:32])[C:19]([Cl:34])=[C:18]2[C:23]=1[CH2:24][CH2:25][N:16]([CH2:15][C:14]1[C:9](=[O:8])[NH:10][C:11]([CH3:37])=[CH:12][C:13]=1[CH3:36])[C:17]2=[O:35]. Reported procedure: A solution of 2-{[2-(benzyloxy)-4,6-dimethylpyridin-3-yl]methyl}-5,8-dichloro-7-(3,5-dimethyl-1,2-oxazol-4-yl)-3,4-dihydroisoquinolin-1(2H)-one (253h, 400 mg, 0.75 mmol) in trifluoroacetic acid (10 mL) was stirred at 45° C. for 3 hours, then concentrated under vacuum to remove volatiles. The residue was partitioned between dichloromethane (15 mL) and saturated aqueous sodium bicarbonate solution (4×20 mL). The organic layer was washed with saturated aqueous sodium chloride solution (20 mL), drie... Reactants: C(C)(=O)OCC.C(C)O.N (ethyl acetate ethanol ammonia), Cl.C1(=CC=CC=C1)N(C(=O)C1=CC=2N(C=C1)C(=C(N2)CCC2=CC=C(C=C2)C(N)=N)C)CCC(=O)OCC (3-methyl-2-[2-(4-amidinophenyl)ethyl]imidazo[1,2-a]pyridin-7-yl-carboxylic acid-N-phenyl-N-(2-ethoxycarbonylethyl)amide hydrochloride), [OH-].[Na+] (sodium hydroxide), C27H27N5O3. Product: Cl.C1(=CC=CC=C1)N(C(=O)C1=CC=2N(C=C1)C(=C(N2)CCC2=CC=C(C=C2)C(N)=N)C)CCC(=O)O (3-Methyl-2-[2-(4-amidinophenyl)ethyl]imidazo[1,2-a]pyridin-7-yl-carboxylic acid-N-phenyl-N-(2-hydroxycarbonylethyl)amide hydrochloride). Isolated yield 92.0%. Reaction SMILES: [ClH:1].[C:2]1([N:8]([CH2:32][CH2:33][C:34]([O:36]CC)=[O:35])[C:9]([C:11]2[CH:16]=[CH:15][N:14]3[C:17]([CH3:31])=[C:18]([CH2:20][CH2:21][C:22]4[CH:27]=[CH:26][C:25]([C:28](=[NH:30])[NH2:29])=[CH:24][CH:23]=4)[N:19]=[C:13]3[CH:12]=2)=[O:10])[CH:7]=[CH:6][CH:5]=[CH:4][CH:3]=1.[OH-].[Na+].C(OCC)(=O)C.C(O)C.N>>[ClH:1].[C:2]1([N:8]([CH2:32][CH2:33][C:34]([OH:36])=[O:35])[C:9]([C:11]2[CH:16]=[CH:15][N:14]3[C:17]([CH3:31])=[C:18]([CH2:20][CH2:21][C:22]4[CH:23]=[CH:24][C:25]([C:28](=[NH:29])[NH2:30])=[CH:26][CH:27]=4)[N:19]=[C:13]3[CH:12]=2)=[O:10])[CH:3]=[CH:4][CH:5]=[CH:6][CH:7]=1 |f:0.1,2.3,4.5.6,7.8|. Procedure details: Prepared analogously to Example 2 from 3-methyl-2-[2-(4-amidinophenyl)ethyl]imidazo[1,2-a]pyridin-7-yl-carboxylic acid-N-phenyl-N-(2-ethoxycarbonylethyl)amide hydrochloride and sodium hydroxide solution. Yield: 92% of theory, C27H27N5O3 (469.55); Rf value: 0.19 (silica gel; ethyl acetate/ethanol/ammonia=50:45:5); EKA mass spectrum: (M+H)+=470; (M+Na)+=492; (M+2H)++=235.7; (M+H+Na)++=246.7; (M+2Na)++=257.7. Procedure details: In the manner given in Example 33, 5-fluoro-2-[2-(phthalimidomethyl)imidazol-1-yl]benzophenone in ethanol is heated with hydrazine to give 8-fluoro-6-phenyl-4H-imidazo[1,2-a][1,4]benzodiazepine. Run in C(C)O (ethanol). The product is FC=1C=CC2=C(C(=NCC=3N2C=CN3)C3=CC=CC=C3)C1 (8-fluoro-6-phenyl-4H-imidazo[1,2-a][1,4]benzodiazepine). Reaction SMILES: [F:1][C:2]1[CH:3]=[CH:4][C:5]([N:16]2[CH:20]=[CH:19][N:18]=[C:17]2[CH2:21][N:22]2[C:26](=O)[C:25]3=[CH:28][CH:29]=[CH:30][CH:31]=[C:24]3C2=O)=[C:6]([CH:15]=1)C(C1C=CC=CC=1)=O.NN>C(O)C>[F:1][C:2]1[CH:3]=[CH:4][C:5]2[N:16]3[CH:20]=[CH:19][N:18]=[C:17]3[CH2:21][N:22]=[C:26]([C:25]3[CH:28]=[CH:29][CH:30]=[CH:31][CH:24]=3)[C:6]=2[CH:15]=1. The reactants are FC=1C=CC(=C(C(=O)C2=CC=CC=C2)C1)N1C(=NC=C1)CN1C(C=2C(C1=O)=CC=CC2)=O (5-fluoro-2-[2-(phthalimidomethyl)imidazol-1-yl]benzophenone), NN (hydrazine). Reaction SMILES: [CH3:17][O:18][c:19]1[cH:20][cH:21][c:22]([CH:25]=[CH:26][C:27](=[O:28])[OH:29])[cH:23][cH:24]1.[F:1][C:2]([CH3:3])([F:4])[c:5]1[cH:6][cH:7][c:8]([CH2:10][n:11]2[n:12][cH:13][c:14]([NH2:16])[cH:15]2)[o:9]1>>[F:1][C:2]([CH3:3])([F:4])[c:5]1[cH:6][cH:7][c:8]([CH2:10][n:11]2[n:12][cH:13][c:14]([NH:16][C:27]([CH:26]=[CH:25][c:22]3[cH:21][cH:20][c:19]([O:18][CH3:17])[cH:24][cH:23]3)=[O:28])[cH:15]2)[o:9]1. Yields the product COc1ccc(C=CC(=O)Nc2cnn(Cc3ccc(C(C)(F)F)o3)c2)cc1. Starting materials: COc1ccc(C=CC(=O)O)cc1, CC(F)(F)c1ccc(Cn2cc(N)cn2)o1.